From a dataset of the Open Reaction Database (ORD), a public repository of structured organic reaction records. describe an organic reaction: reactants, conditions, products, and yield Reactants: COC(=O)c1ccccc1C(=O)NC(C)(C(N)=O)C(C)(C)C, Cc1ccccc1, [H-], [Na+]. The product is CC(C)(C)C1(C)C(=O)N=C2c3ccccc3C(=O)N21. Reaction SMILES: [C:3]([NH2:4])(=[O:5])[C:6]([C:7]([CH3:8])([CH3:9])[CH3:10])([CH3:11])[NH:12][C:13]([c:14]1[c:15]([C:16]([O:17][CH3:18])=[O:19])[cH:20][cH:21][cH:22][cH:23]1)=[O:24].[CH3:25][c:26]1[cH:27][cH:28][cH:29][cH:30][cH:31]1.[H-:1].[Na+:2]>>[C:3]1(=[O:5])[N:4]=[C:16]2[N:12]([C:6]1([C:7]([CH3:8])([CH3:9])[CH3:10])[CH3:11])[C:13](=[O:24])[c:14]1[c:15]2[cH:20][cH:21][cH:22][cH:23]1. Yields the product Cc1cc2cc(N)ccc2n1C. As a reaction SMILES: [CH3:15][OH:16].[CH3:1][n:2]1[c:3]([CH3:14])[cH:4][c:5]2[cH:6][c:7]([N+:11]([O-:12])=[O:13])[cH:8][cH:9][c:10]12>>[CH3:1][n:2]1[c:3]([CH3:14])[cH:4][c:5]2[cH:6][c:7]([NH2:11])[cH:8][cH:9][c:10]12. Starting materials: CO, Cc1cc2cc([N+](=O)[O-])ccc2n1C. Starting materials: CC1(C)COC(=O)N1c1nc(-c2ccc(Br)cc2)ns1, [C-]#N, [C-]#N, CN(C)C=O, CCOC(C)=O, [Zn+2], c1ccc(P(c2ccccc2)(c2ccccc2)[Pd](P(c2ccccc2)(c2ccccc2)c2ccccc2)(P(c2ccccc2)(c2ccccc2)c2ccccc2)P(c2ccccc2)(c2ccccc2)c2ccccc2)cc1. Product: CC1(C)COC(=O)N1c1nc(-c2ccc(C#N)cc2)ns1. RXN SMILES: [Br:1][c:2]1[cH:3][cH:4][c:5](-[c:8]2[n:9][s:10][c:11]([N:13]3[C:14](=[O:20])[O:15][CH2:16][C:17]3([CH3:18])[CH3:19])[n:12]2)[cH:6][cH:7]1.[C-:32]#[N:33].[C-:35]#[N:36].[CH3:21][N:22]([CH3:23])[CH:24]=[O:25].[CH3:26][CH2:27][O:28][C:29](=[O:30])[CH3:31].[Zn+2:34].[cH:37]1[cH:38][cH:39][c:40]([P:41]([Pd:42]([P:43]([c:44]2[cH:45][cH:46][cH:47][cH:48][cH:49]2)([c:50]2[cH:51][cH:52][cH:53][cH:54][cH:55]2)[c:56]2[cH:57][cH:58][cH:59][cH:60][cH:61]2)([P:62]([c:63]2[cH:64][cH:65][cH:66][cH:67][cH:68]2)([c:69]2[cH:70][cH:71][cH:72][cH:73][cH:74]2)[c:75]2[cH:76][cH:77][cH:78][cH:79][cH:80]2)[P:81]([c:82]2[cH:83][cH:84][cH:85][cH:86][cH:87]2)([c:88]2[cH:89][cH:90][cH:91][cH:92][cH:93]2)[c:94]2[cH:95][cH:96][cH:97][cH:98][cH:99]2)([c:100]2[cH:101][cH:102][cH:103][cH:104][cH:105]2)[c:106]2[cH:107][cH:108][cH:109][cH:110][cH:111]2)[cH:112][cH:113]1>>[c:2]1([C:21]#[N:22])[cH:3][cH:4][c:5](-[c:8]2[n:9][s:10][c:11]([N:13]3[C:14](=[O:20])[O:15][CH2:16][C:17]3([CH3:18])[CH3:19])[n:12]2)[cH:6][cH:7]1. The reactants are BrC1=CC2=C(OC(C(N2C2CCN(CC2)C(=O)C2=C(C=C(C=C2)C2=C(C=CC=C2)O[C@@H](CCO)C)F)=O)(C)C)N=C1 (7-bromo-1-{1-[(3-fluoro-2′-{[(1R)-3-hydroxy-1-methylpropyl]oxy}biphenyl-4-yl)carbonyl]piperidin-4-yl}-3,3-dimethyl-1H-pyrido[2,3-b][1,4]oxazin-2(3H)-one), CN(C=O)C (N,N-dimethylformamide), C(O)([O-])=O.[Na+] (sodium hydrogen carbonate). Reagents/catalysts: C1(=CC=CC=C1)P([C-]1C=CC=C1)C1=CC=CC=C1.[C-]1(C=CC=C1)P(C1=CC=CC=C1)C1=CC=CC=C1.[Fe+2] (1,1′-bis(diphenylphosphino)ferrocene), [Zn] (zinc), [C-]#N.[Zn+2].[C-]#N (zinc cyanide), C=1C=CC(=CC1)/C=C/C(=O)/C=C/C2=CC=CC=C2.C=1C=CC(=CC1)/C=C/C(=O)/C=C/C2=CC=CC=C2.C=1C=CC(=CC1)/C=C/C(=O)/C=C/C2=CC=CC=C2.[Pd].[Pd] (tris(dibenzylideneacetone)dipalladium). Run at temperature 130 celsius, time 3 hour. Yields the product FC=1C=C(C=CC1C(=O)N1CCC(CC1)N1C2=C(OC(C1=O)(C)C)N=CC(=C2)C#N)C2=C(C=CC=C2)O[C@@H](CCO)C (1-{1-[(3-fluoro-2′-{[(1R)-3-hydroxy-1-methylpropyl]oxy}biphenyl-4-yl)carbonyl]piperidin-4-yl}-3,3-dimethyl-2-oxo-2,3-dihydro-1H-pyrido[2,3-b][1,4]oxazine-7-carbonitrile). RXN SMILES: Br[C:2]1[CH:41]=[N:40][C:5]2[O:6][C:7]([CH3:39])([CH3:38])[C:8](=[O:37])[N:9]([CH:10]3[CH2:15][CH2:14][N:13]([C:16]([C:18]4[CH:23]=[CH:22][C:21]([C:24]5[CH:29]=[CH:28][CH:27]=[CH:26][C:25]=5[O:30][C@H:31]([CH3:35])[CH2:32][CH2:33][OH:34])=[CH:20][C:19]=4[F:36])=[O:17])[CH2:12][CH2:11]3)[C:4]=2[CH:3]=1.C(=O)([O-])O.[Na+].[CH3:47][N:48](C)C=O>C1(P(C2C=CC=CC=2)[C-]2C=CC=C2)C=CC=CC=1.[C-]1(P(C2C=CC=CC=2)C2C=CC=CC=2)C=CC=C1.[Fe+2].[Zn].[C-]#N.[Zn+2].[C-]#N.C1C=CC(/C=C/C(/C=C/C2C=CC=CC=2)=O)=CC=1.C1C=CC(/C=C/C(/C=C/C2C=CC=CC=2)=O)=CC=1.C1C=CC(/C=C/C(/C=C/C2C=CC=CC=2)=O)=CC=1.[Pd].[Pd]>[F:36][C:19]1[CH:20]=[C:21]([C:24]2[CH:29]=[CH:28][CH:27]=[CH:26][C:25]=2[O:30][C@H:31]([CH3:35])[CH2:32][CH2:33][OH:34])[CH:22]=[CH:23][C:18]=1[C:16]([N:13]1[CH2:12][CH2:11][CH:10]([N:9]2[C:8](=[O:37])[C:7]([CH3:39])([CH3:38])[O:6][C:5]3[N:40]=[CH:41][C:2]([C:47]#[N:48])=[CH:3][C:4]2=3)[CH2:15][CH2:14]1)=[O:17] |f:1.2,4.5.6,8.9.10,11.12.13.14.15|. Procedure: To an N,N-dimethylformamide solution (3.0 ml) of 7-bromo-1-{1-[(3-fluoro-2′-{[(1R)-3-hydroxy-1-methylpropyl]oxy}biphenyl-4-yl)carbonyl]piperidin-4-yl}-3,3-dimethyl-1H-pyrido[2,3-b][1,4]oxazin-2(3H)-one (135 mg) were added at room temperature 1,1′-bis(diphenylphosphino)ferrocene (239 mg), zinc powder (1.7 mg), zinc cyanide (15.5 mg) and tris(dibenzylideneacetone)dipalladium (19.8 mg), followed by stirring at 130° C. for 3 hours. The reaction solution was poured into a saturated aqueous sodium hyd... Reactants: C=CC1CC1(NC(=O)C1CC(O)CN1)C(=O)OCC, CC#N, CC(=O)OC1Cc2ccccc2C1NC(=O)C(N)C(C)(C)C, [Na+], O=C([O-])O. Yields the product C=CC1CC1(NC(=O)C1CC(O)CN1C(=O)NC(C(=O)NC1c2ccccc2CC1OC(C)=O)C(C)(C)C)C(=O)OCC. RXN SMILES: [CH2:28]([CH3:29])[O:30][C:31](=[O:32])[C:33]1([NH:38][C:39](=[O:40])[CH:41]2[NH:42][CH2:43][CH:44]([OH:46])[CH2:45]2)[CH:34]([CH:36]=[CH2:37])[CH2:35]1.[CH3:47][C:48]#[N:49].[NH2:1][CH:2]([C:3](=[O:4])[NH:5][CH:6]1[CH:7]([O:15][C:16]([CH3:17])=[O:18])[CH2:8][c:9]2[cH:10][cH:11][cH:12][cH:13][c:14]21)[C:19]([CH3:20])([CH3:21])[CH3:22].[Na+:27].[O-:23][C:24]([OH:25])=[O:26]>>[NH:1]([CH:2]([C:3](=[O:4])[NH:5][CH:6]1[CH:7]([O:15][C:16]([CH3:17])=[O:18])[CH2:8][c:9]2[cH:10][cH:11][cH:12][cH:13][c:14]21)[C:19]([CH3:20])([CH3:21])[CH3:22])[C:24](=[O:23])[N:42]1[CH:41]([C:39]([NH:38][C:33]2([C:31]([O:30][CH2:28][CH3:29])=[O:32])[CH:34]([CH:36]=[CH2:37])[CH2:35]2)=[O:40])[CH2:45][CH:44]([OH:46])[CH2:43]1. The reactants are Br.CC(CNC(CC1=CC=CC=C1)=O)(C)NCC(=O)C1=CC(=C(C=C1)OCC1=CC=CC=C1)OCC1=CC=CC=C1 (2-[1,1-dimethyl-2-(2-phenylacetamido)ethyl]amino-3',4'-bis(benzyloxy)acetophenone hydrobromide), [H][H] (hydrogen). The reagents and catalysts are [Pd] (palladium-on-carbon). Solvent: C(C)O (ethanol). Product: Br.CC(CNC(CC1=CC=CC=C1)=O)(C)NCC(=O)C1=CC(=C(C=C1)O)O (2-[1,1-dimethyl-2-(2-phenylacetamido)ethyl]amino-3',4'-dihydroxyacetophenone hydrobromide). RXN SMILES: [BrH:1].[CH3:2][C:3]([NH:16][CH2:17][C:18]([C:20]1[CH:25]=[CH:24][C:23]([O:26]CC2C=CC=CC=2)=[C:22]([O:34]CC2C=CC=CC=2)[CH:21]=1)=[O:19])([CH3:15])[CH2:4][NH:5][C:6](=[O:14])[CH2:7][C:8]1[CH:13]=[CH:12][CH:11]=[CH:10][CH:9]=1.[H][H]>C(O)C.[Pd]>[BrH:1].[CH3:15][C:3]([NH:16][CH2:17][C:18]([C:20]1[CH:25]=[CH:24][C:23]([OH:26])=[C:22]([OH:34])[CH:21]=1)=[O:19])([CH3:2])[CH2:4][NH:5][C:6](=[O:14])[CH2:7][C:8]1[CH:9]=[CH:10][CH:11]=[CH:12][CH:13]=1 |f:0.1,5.6|. Procedure details: A solution of 2-bromo-3',4'-bis(benzyloxy)acetophenone (5.24 g.) and N-(2-amino-2-methylpropyl)-2-phenylacetamide (5.5 g.) in dioxan (25 ml.) was stirred for 2 hours at room temperature. The reaction mixture was diluted with dry ether (200 ml.) and the precipitate of N-(2-amino-2-methylpropyl)-2-phenylacetamide hydrobromide was separated by filtration. The ethereal filtrate was washed with water (3×50 ml.), brine (100 ml.) dried (MgSO4) and then a fresh solution of saturated ethereal hydrogen br...